Dataset: the Open Reaction Database (ORD), a public repository of structured organic reaction records. Task: describe an organic reaction: reactants, conditions, products, and yield Run at time 5 minute. Starting materials: C(C)(=O)N1CCC(CC1)NC(=O)N1C[C@H]([C@@H](CC1)N(C)C(=O)C1=CC=C(C=C1)Cl)C1=CC(=C(C=C1)Cl)Cl ((3R,4R)—N-(1-acetylpiperidin-4-yl)-4-{[(4-chlorophenyl)carbonyl](methyl)amino}-3-(3,4-dichlorophenyl)piperidine-1-carboxamide), CC(C)([O-])C.[Na+] (sodium tert-butoxide), O (water), CI (methyl iodide). The solvent is CN(C)C=O (DMF). Isolated yield 53.7%. The product is C(C)(=O)N1CCC(CC1)N(C(=O)N1C[C@H]([C@@H](CC1)N(C)C(=O)C1=CC=C(C=C1)Cl)C1=CC(=C(C=C1)Cl)Cl)C ((3R,4R)—N-(1-acetylpiperidin-4-yl)-4-{[(4-chlorophenyl)carbonyl](methyl)amino}-3-(3,4-dichlorophenyl)-N-methylpiperidine-1-carboxamide). As a reaction SMILES: [C:1]([N:4]1[CH2:9][CH2:8][CH:7]([NH:10][C:11]([N:13]2[CH2:18][CH2:17][C@@H:16]([N:19]([C:21]([C:23]3[CH:28]=[CH:27][C:26]([Cl:29])=[CH:25][CH:24]=3)=[O:22])[CH3:20])[C@H:15]([C:30]3[CH:35]=[CH:34][C:33]([Cl:36])=[C:32]([Cl:37])[CH:31]=3)[CH2:14]2)=[O:12])[CH2:6][CH2:5]1)(=[O:3])[CH3:2].[CH3:38]C(C)([O-])C.[Na+].CI.O>CN(C=O)C>[C:1]([N:4]1[CH2:5][CH2:6][CH:7]([N:10]([CH3:38])[C:11]([N:13]2[CH2:18][CH2:17][C@@H:16]([N:19]([C:21]([C:23]3[CH:28]=[CH:27][C:26]([Cl:29])=[CH:25][CH:24]=3)=[O:22])[CH3:20])[C@H:15]([C:30]3[CH:35]=[CH:34][C:33]([Cl:36])=[C:32]([Cl:37])[CH:31]=3)[CH2:14]2)=[O:12])[CH2:8][CH2:9]1)(=[O:3])[CH3:2] |f:1.2|. Reported procedure: To a solution of the compound obtained in Example 459 (100 mg) in DMF (3 mL) was added sodium tert-butoxide (25.3 mg) at 0° C., and the mixture was stirred for 5 min. Then, methyl iodide (16.5 μL) was added, and the mixture was stirred at room temperature for 14 hr. The reaction mixture was poured into water, and the resultant product was extracted with ethyl acetate. The organic layer was washed with water and dried, and the solvent was evaporated under reduced pressure. The obtained residue wa...